From a dataset of the Open Reaction Database (ORD), a public repository of structured organic reaction records. describe an organic reaction: reactants, conditions, products, and yield Reactants: O=[Ag-], CCCC[N+](CCCC)(CCCC)CCCC, C[Si](C)(C)c1ccccn1, CN(C)C=O, [F-], COC(=O)C1CCN(S(=O)(=O)c2ccc(I)cc2)CC1, c1ccc(P(c2ccccc2)(c2ccccc2)[Pd](P(c2ccccc2)(c2ccccc2)c2ccccc2)(P(c2ccccc2)(c2ccccc2)c2ccccc2)P(c2ccccc2)(c2ccccc2)c2ccccc2)cc1. Yields the product COC(=O)C1CCN(S(=O)(=O)c2ccc(-c3ccccn3)cc2)CC1. As a reaction SMILES: [Ag-:54]=[O:55].[CH2:32]([N+:33]([CH2:34][CH2:35][CH2:36][CH3:37])([CH2:38][CH2:39][CH2:40][CH3:41])[CH2:42][CH2:43][CH2:44][CH3:45])[CH2:46][CH2:47][CH3:48].[CH3:21][Si:22]([c:23]1[n:24][cH:25][cH:26][cH:27][cH:28]1)([CH3:29])[CH3:30].[CH:49]([N:50]([CH3:51])[CH3:52])=[O:53].[F-:31].[I:1][c:2]1[cH:3][cH:4][c:5]([S:8](=[O:9])(=[O:10])[N:11]2[CH2:12][CH2:13][CH:14]([C:17](=[O:18])[O:19][CH3:20])[CH2:15][CH2:16]2)[cH:6][cH:7]1.[cH:56]1[cH:57][cH:58][c:59]([P:60]([Pd:61]([P:62]([c:63]2[cH:64][cH:65][cH:66][cH:67][cH:68]2)([c:69]2[cH:70][cH:71][cH:72][cH:73][cH:74]2)[c:75]2[cH:76][cH:77][cH:78][cH:79][cH:80]2)([P:81]([c:82]2[cH:83][cH:84][cH:85][cH:86][cH:87]2)([c:88]2[cH:89][cH:90][cH:91][cH:92][cH:93]2)[c:94]2[cH:95][cH:96][cH:97][cH:98][cH:99]2)[P:100]([c:101]2[cH:102][cH:103][cH:104][cH:105][cH:106]2)([c:107]2[cH:108][cH:109][cH:110][cH:111][cH:112]2)[c:113]2[cH:114][cH:115][cH:116][cH:117][cH:118]2)([c:119]2[cH:120][cH:121][cH:122][cH:123][cH:124]2)[c:125]2[cH:126][cH:127][cH:128][cH:129][cH:130]2)[cH:131][cH:132]1>>[c:2]1(-[c:23]2[n:24][cH:25][cH:26][cH:27][cH:28]2)[cH:3][cH:4][c:5]([S:8](=[O:9])(=[O:10])[N:11]2[CH2:12][CH2:13][CH:14]([C:17](=[O:18])[O:19][CH3:20])[CH2:15][CH2:16]2)[cH:6][cH:7]1. Starting materials: O=C1C(O)=C([O-])[C@H](O1)[C@@H](O)CO.[Na+] (sodium (L)-ascorbate), C(C(C)C)=C1C(OC(OC1=O)(C)C)=O (5-isobutylidene-2,2-dimethyl-1,3-dioxane-4,6-dione), (R,M)-3-{[4-(2-diphenylphosphanyl-7-methoxy-naphthalen-1-yl)-phthalazin-1-ylamino]-phenyl-methyl}-pentan-3-ol, C1(=CC=CC=C1)C#C (phenylacetylene). The reagents and catalysts are O.C(C)(=O)[O-].[Cu+2].C(C)(=O)[O-] (copper (II) acetate monohydrate). The solvent is O (water), ClCCl (dichloromethane). Reaction conditions: temperature 0 celsius. Yields the product C(C)(C)[C@@H](C#CC1=CC=CC=C1)C1C(OC(OC1=O)(C)C)=O ((R)-(+)-5-(1-Isopropyl-3-phenylprop-2-ynyl)-2,2-dimethyl-1,3-dioxane-4,6-dione). The yield is 94.6%. RXN SMILES: O=C1O[C@H]([C@H](CO)O)C([O-])=C1O.[Na+].[C:14]1([C:20]#[CH:21])[CH:19]=[CH:18][CH:17]=[CH:16][CH:15]=1.[CH:22](=[C:26]1[C:31](=[O:32])[O:30][C:29]([CH3:34])([CH3:33])[O:28][C:27]1=[O:35])[CH:23]([CH3:25])[CH3:24]>O.ClCCl.O.C([O-])(=O)C.[Cu+2].C([O-])(=O)C>[CH:23]([C@H:22]([CH:26]1[C:27](=[O:35])[O:28][C:29]([CH3:33])([CH3:34])[O:30][C:31]1=[O:32])[C:21]#[C:20][C:14]1[CH:19]=[CH:18][CH:17]=[CH:16][CH:15]=1)([CH3:25])[CH3:24] |f:0.1,6.7.8.9|. Reported procedure: A solution of copper (II) acetate monohydrate (5.0 mg, 0.025 mmol) in water (0.2 ml) was treated with sodium (L)-ascorbate (10 mg, 0.050 mmol), the mixture was stirred until the mixture was turned bright orange (3 min). Subsequently, (R,M)-3-{[4-(2-diphenylphosphanyl-7-methoxy-naphthalen-1-yl)-phthalazin-1-ylamino]-phenyl-methyl}-pentan-3-ol (1st diastereomer, 16.5 mg, 0.025 mmol) and phenylacetylene (0.275 ml, 2.5 mmol) were added, the resulting mixture was stirred for 10 min at 23° C., cooled ...